This data is from the Open Reaction Database (ORD), a public repository of structured organic reaction records. The task is: describe an organic reaction: reactants, conditions, products, and yield Starting materials: CC1CN(CCN1)C(=O)OC(C)(C)C (t-butyl 3-methylpiperazine-1-carboxylate), FC1=CC(=C(C#N)C=C1)C(F)(F)F (4-fluoro-2-trifluoromethylbenzonitrile), C(C)(C)N(CC)C(C)C (diisopropylethylamine). RXN SMILES: [CH3:1][CH:2]1[NH:7][CH2:6][CH2:5][N:4]([C:8]([O:10][C:11]([CH3:14])([CH3:13])[CH3:12])=[O:9])[CH2:3]1.F[C:16]1[CH:23]=[CH:22][C:19]([C:20]#[N:21])=[C:18]([C:24]([F:27])([F:26])[F:25])[CH:17]=1.C(N(C(C)C)CC)(C)C>CN(C=O)C.O>[C:20]([C:19]1[CH:22]=[CH:23][C:16]([N:7]2[CH2:6][CH2:5][N:4]([C:8]([O:10][C:11]([CH3:13])([CH3:12])[CH3:14])=[O:9])[CH2:3][CH:2]2[CH3:1])=[CH:17][C:18]=1[C:24]([F:25])([F:26])[F:27])#[N:21]. Run in CN(C)C=O (DMF), O (water). Reported procedure: A 4.46 g portion of t-butyl 3-methylpiperazine-1-carboxylate synthesized in Reference Example 2, 6.74 g of 4-fluoro-2-trifluoromethylbenzonitrile and 7.76 ml of diisopropylethylamine were stirred in 50 ml of DMF at 100° C. for 2 days. The reaction solution was diluted with water and extracted with ethyl acetate, the organic layer was washed and dried and then the solvent was evaporated under reduced pressure. The residue was subjected to a silica gel column chromatography and eluted with hexane-... The product is C(#N)C1=C(C=C(C=C1)N1C(CN(CC1)C(=O)OC(C)(C)C)C)C(F)(F)F (t-Butyl 4-(4-cyano-3-trifluoromethylphenyl)-3-methylpiperazine-1-carboxylate). Reported procedure: A solution of Example 12b (500 μL, 0.005 g, 0.0139 mmol) in N,N-dimethylformamide and a solution of 1,1′-carbonyldiimidazole (500 μL, 0.0113 g, 0.069 mmol) in N,N-dimethylformamide were combined and shaken for 1 hour at ambient temperature. A solution of (Z)—N′-hydroxybenzimidamide (69.4 μL, 0.042 mmol) in N,N-dimethylformamide was added and the resulting mixture was reacted in an Anton Paar Synthos 3000 microwave optimizer at 180° C. for 45 minutes. Upon completion, the crude material was conce... Conditions: time 1 hour. The solvent is CN(C=O)C (N,N-dimethylformamide), CN(C=O)C (N,N-dimethylformamide), CN(C=O)C (N,N-dimethylformamide). Starting materials: O\N=C(\C1=CC=CC=C1)/N ((Z)—N′-hydroxybenzimidamide), CC=1NC(=C2C1C(NC(=C2)C(=O)O)=O)C2=C(C=CC=C2)OC2=CC=CC=C2 (3-methyl-4-oxo-1-(2-phenoxyphenyl)-4,5-dihydro-2H-pyrrolo[3,4-c]pyridine-6-carboxylic acid), [O-]P(=O)([O-])[O-].[O-]P(=O)([O-])[O-].[Ca+2].[Ca+2].[Ca+2] (Synthos), C(=O)(N1C=NC=C1)N1C=NC=C1 (1,1′-carbonyldiimidazole). Product: CC=1NC(=C2C1C(NC(=C2)C2=NC(=NO2)C2=CC=CC=C2)=O)C2=C(C=CC=C2)OC2=CC=CC=C2 (3-methyl-1-(2-phenoxyphenyl)-6-(3-phenyl-1,2,4-oxadiazol-5-yl)-2H-pyrrolo[3,4-c]pyridin-4(5H)-one). The yield is 42.2%. As a reaction SMILES: [CH3:1][C:2]1[NH:3][C:4]([C:15]2[CH:20]=[CH:19][CH:18]=[CH:17][C:16]=2[O:21][C:22]2[CH:27]=[CH:26][CH:25]=[CH:24][CH:23]=2)=[C:5]2[CH:10]=[C:9]([C:11](O)=[O:12])[NH:8][C:7](=[O:14])[C:6]=12.C(N1C=CN=C1)(N1C=CN=C1)=O.O/[N:41]=[C:42](\[NH2:49])/[C:43]1[CH:48]=[CH:47][CH:46]=[CH:45][CH:44]=1.[O-]P([O-])([O-])=O.[O-]P([O-])([O-])=O.[Ca+2].[Ca+2].[Ca+2]>CN(C)C=O>[CH3:1][C:2]1[NH:3][C:4]([C:15]2[CH:20]=[CH:19][CH:18]=[CH:17][C:16]=2[O:21][C:22]2[CH:27]=[CH:26][CH:25]=[CH:24][CH:23]=2)=[C:5]2[CH:10]=[C:9]([C:11]3[O:12][N:49]=[C:42]([C:43]4[CH:48]=[CH:47][CH:46]=[CH:45][CH:44]=4)[N:41]=3)[NH:8][C:7](=[O:14])[C:6]=12 |f:3.4.5.6.7|. Starting materials: O=C([O-])[O-], CCOP(=O)(Cc1ccc(Nc2ncc(C(F)(F)F)c(Nc3ccc(Br)c4c3C(=O)N(C)C4)n2)c(OC)c1)OCC, C1COCCO1, ClCCl, [K+], [K+], O, O=C(O)c1ccc(B(O)O)cc1. Product: CCOP(=O)(Cc1ccc(Nc2ncc(C(F)(F)F)c(Nc3ccc(-c4ccc(C(=O)O)cc4)c4c3C(=O)N(C)C4)n2)c(OC)c1)OCC. As a reaction SMILES: [C:54](=[O:55])([O-:56])[O-:57].[CH2:1]([CH3:2])[O:3][P:4]([O:5][CH2:6][CH3:7])(=[O:8])[CH2:9][c:10]1[cH:11][c:12]([O:40][CH3:41])[c:13]([NH:16][c:17]2[n:18][cH:19][c:20]([C:36]([F:37])([F:38])[F:39])[c:21]([NH:23][c:24]3[c:25]4[c:29]([c:30]([Br:33])[cH:31][cH:32]3)[CH2:28][N:27]([CH3:34])[C:26]4=[O:35])[n:22]2)[cH:14][cH:15]1.[CH2:64]1[O:65][CH2:66][CH2:67][O:68][CH2:69]1.[Cl:60][CH2:61][Cl:62].[K+:58].[K+:59].[OH2:63].[OH:42][B:43]([c:44]1[cH:45][cH:46][c:47]([C:48](=[O:49])[OH:50])[cH:51][cH:52]1)[OH:53]>>[CH2:1]([CH3:2])[O:3][P:4]([O:5][CH2:6][CH3:7])(=[O:8])[CH2:9][c:10]1[cH:11][c:12]([O:40][CH3:41])[c:13]([NH:16][c:17]2[n:18][cH:19][c:20]([C:36]([F:37])([F:38])[F:39])[c:21]([NH:23][c:24]3[c:25]4[c:29]([c:30](-[c:44]5[cH:45][cH:46][c:47]([C:48](=[O:49])[OH:50])[cH:51][cH:52]5)[cH:31][cH:32]3)[CH2:28][N:27]([CH3:34])[C:26]4=[O:35])[n:22]2)[cH:14][cH:15]1. The reactants are K-tert.-butoxide, C1CCOC1 (THF), ClC=1C=C(C=CC1F)NC1=NC=NC2=CC(=C(C=C12)[N+](=O)[O-])S(=O)(=O)C1=CC=CC=C1 (4-(3-chloro-4-fluoro-phenylamino)-7-(phenylsulphonyl)-6-nitro-quinazoline), O (water), O[C@@H]1COCC1 ((S)-3-hydroxytetrahydrofuran). Procedure details: 810 g of 4-(3-chloro-4-fluoro-phenylamino)-7-(phenylsulphonyl)-6-nitro-quinazoline and 175.5 g (S)-3-hydroxytetrahydrofuran (1.3 eq) are placed at 20° C. in 1.04 l tert-butanol and 198 ml DMF, 2556 g K-tert.-butoxide in THF (24%) (3.6 eq) are added dropwise at 20° C. and then stirred for 4 h at 25° C. After a further 2 h at 40° C. the mixture is heated to 45° C. for about 2 h. 2.8 l of water are added and then about 3 l solvent are distilled off under reduced pressure. 2.8 l water are added agai... The solvent is CN(C)C=O (DMF), C(C)(C)(C)O (tert-butanol). Yields the product ClC=1C=C(C=CC1F)NC1=NC=NC2=CC(=C(C=C12)[N+](=O)[O-])O[C@@H]1COCC1 (4-[(3-Chloro-4-fluorophenyl)amino]-6-nitro-7-((S)-tetrahydrofuran-3-yloxy)-quinazoline). Reaction conditions: temperature 25 celsius, time 4 hour. Reaction SMILES: [Cl:1][C:2]1[CH:3]=[C:4]([NH:9][C:10]2[C:19]3[C:14](=[CH:15][C:16](S(C4C=CC=CC=4)(=O)=O)=[C:17]([N+:20]([O-:22])=[O:21])[CH:18]=3)[N:13]=[CH:12][N:11]=2)[CH:5]=[CH:6][C:7]=1[F:8].[OH:32][C@H:33]1[CH2:37][CH2:36][O:35][CH2:34]1.C1COCC1.O>C(O)(C)(C)C.CN(C=O)C>[Cl:1][C:2]1[CH:3]=[C:4]([NH:9][C:10]2[C:19]3[C:14](=[CH:15][C:16]([O:32][C@H:33]4[CH2:37][CH2:36][O:35][CH2:34]4)=[C:17]([N+:20]([O-:22])=[O:21])[CH:18]=3)[N:13]=[CH:12][N:11]=2)[CH:5]=[CH:6][C:7]=1[F:8]. The reactants are C(C)OC([C@H](CC1=CC=C(C=C1)OC\C=C(/C)\C1=CC=C(C=C1)C1=CC=C(C=C1)Br)OCC)=O ((E)-(S)-3-{4-[3-(4′-bromo-biphenyl-4-yl)-but-2-enyloxy]-phenyl}-2-ethoxy-propionic acid ethyl ester), [OH-].[Na+] (sodium hydroxide), C(C)OC([C@H](CC1=CC=C(C=C1)OC\C=C(/C)\C1=CC=C(C=C1)C1=CC=C(C=C1)Br)OCC)=O ((E)-(S)-3-{4-[3-(4′-bromo-biphenyl-4-yl)-but-2-enyloxy]-phenyl}-2-ethoxy-propionic acid ethyl ester). The product is BrC1=CC=C(C=C1)C1=CC=C(C=C1)/C(=C/COC1=CC=C(C=C1)C[C@@H](C(=O)O)OCC)/C ((E)-(S)-3-{4-[3-(4′-Bromo-biphenyl-4-yl)-but-2-enyloxy]-phenyl}-2-ethoxy-propionic acid). Reaction SMILES: C([O:3][C:4](=[O:34])[C@@H:5]([O:31][CH2:32][CH3:33])[CH2:6][C:7]1[CH:12]=[CH:11][C:10]([O:13][CH2:14]/[CH:15]=[C:16](/[C:18]2[CH:23]=[CH:22][C:21]([C:24]3[CH:29]=[CH:28][C:27]([Br:30])=[CH:26][CH:25]=3)=[CH:20][CH:19]=2)\[CH3:17])=[CH:9][CH:8]=1)C.[OH-].[Na+]>>[Br:30][C:27]1[CH:26]=[CH:25][C:24]([C:21]2[CH:20]=[CH:19][C:18](/[C:16](/[CH3:17])=[CH:15]/[CH2:14][O:13][C:10]3[CH:11]=[CH:12][C:7]([CH2:6][C@H:5]([O:31][CH2:32][CH3:33])[C:4]([OH:34])=[O:3])=[CH:8][CH:9]=3)=[CH:23][CH:22]=2)=[CH:29][CH:28]=1 |f:1.2|. Procedure details: The title compound was prepared from (E)-(S)-3-{4-[3-(4′-bromo-biphenyl-4-yl)-but-2-enyloxy]-phenyl}-2-ethoxy-propionic acid ethyl ester (example 3) (0.150 g, 0.29 mmol) and sodium hydroxide (1M, 0.45 ml, 0.45 mmol) by a procedure analogous to that described in example 2 yielding 0.180 g (34%) of (E)-(S)-3-{4-[3-(4′-bromo-biphenyl-4-yl)-but-2-enyloxy]-phenyl}-2-ethoxy-propionic acid ethyl ester. Reactants: C(CCC)[Li] (butyllithium), C(=O)=O (dry ice), FC(C=1C=C(CP(OCC)(OCC)=O)C=CC1)(F)F (O,O-diethyl 3-trifluoromethylbenzylphosphonate), C(=O)=O (dry ice), FC(C=1C=C(CBr)C=CC1)(F)F (3-trifluoromethylbenzylbromide). Solvent: O1CCCC1 (tetrahydrofuran), O1CCCC1 (tetrahydrofuran), O1CCCC1 (tetrahydrofuran). Reaction conditions: time 15 minute. Yields the product FC(C=1C=C(C=CC1)C(CC1=CC(=CC=C1)C(F)(F)F)P(OCC)(OCC)=O)(F)F (O,O-Diethyl 3-Trifluoromethylphenyl(3-trifluoromethylbenzyl)methylphosphonate). Reaction SMILES: [F:1][C:2]([F:19])([F:18])[C:3]1[CH:4]=[C:5]([CH:15]=[CH:16][CH:17]=1)[CH2:6][P:7](=[O:14])([O:11][CH2:12][CH3:13])[O:8][CH2:9][CH3:10].C(=O)=O.C([Li])CCC.[F:28][C:29]([F:39])([F:38])[C:30]1[CH:31]=[C:32]([CH:35]=[CH:36][CH:37]=1)[CH2:33]Br>O1CCCC1>[F:19][C:2]([F:18])([F:1])[C:3]1[CH:4]=[C:5]([CH:6]([P:7](=[O:14])([O:11][CH2:12][CH3:13])[O:8][CH2:9][CH3:10])[CH2:33][C:32]2[CH:35]=[CH:36][CH:37]=[C:30]([C:29]([F:28])([F:38])[F:39])[CH:31]=2)[CH:15]=[CH:16][CH:17]=1. Reported procedure: A solution of O,O-diethyl 3-trifluoromethylbenzylphosphonate (20.0 g, 67.5 mmol) in tetrahydrofuran (90 mL) was cooled to -70° C. (dry ice bath), under N2, and a solution of butyllithium (1.6M, in hexanes, 46.4 mL, 74.3 mmol) in 90 mL of dry tetrahydrofuran cooled to -70° C. (dry ice) was added. After 15 minutes, a solution of 3-trifluoromethylbenzylbromide (10.3 mL, 67.5 mmol)in tetrahydrofuran (90 mL) was added. The green reaction mixture turned yellow and was brought to room temperature and a...